describe an organic reaction: reactants, conditions, products, and yield From a dataset of the Open Reaction Database (ORD), a public repository of structured organic reaction records. Starting materials: CO, CCO, COc1ccc(C=Cc2ccc(F)cc2CO)cc1. Product: COc1ccc(CCc2ccc(F)cc2CO)cc1. Reaction SMILES: [CH3:20][OH:21].[CH3:22][CH2:23][OH:24].[F:1][c:2]1[cH:3][cH:4][c:5]([CH:10]=[CH:11][c:12]2[cH:13][cH:14][c:15]([O:18][CH3:19])[cH:16][cH:17]2)[c:6]([CH2:8][OH:9])[cH:7]1>>[F:1][c:2]1[cH:3][cH:4][c:5]([CH2:10][CH2:11][c:12]2[cH:13][cH:14][c:15]([O:18][CH3:19])[cH:16][cH:17]2)[c:6]([CH2:8][OH:9])[cH:7]1. Starting materials: [BH4-], CC(=O)C(CCCCCCC(=O)O)CCCC(O)COc1ccc(F)cc1, Cl, [Na+], [Na+], [OH-], O. Product: CC(O)C(CCCCCCC(=O)O)CCCC(O)COc1ccc(F)cc1. Reaction SMILES: [BH4-:1].[C:3]([CH3:4])(=[O:5])[CH:6]([CH2:7][CH2:8][CH2:9][CH2:10][CH2:11][CH2:12][C:13](=[O:14])[OH:15])[CH2:16][CH2:17][CH2:18][CH:19]([CH2:20][O:21][c:22]1[cH:23][cH:24][c:25]([F:28])[cH:26][cH:27]1)[OH:29].[ClH:32].[Na+:2].[Na+:31].[OH-:30].[OH2:33]>>[CH:3]([CH3:4])([OH:5])[CH:6]([CH2:7][CH2:8][CH2:9][CH2:10][CH2:11][CH2:12][C:13](=[O:14])[OH:15])[CH2:16][CH2:17][CH2:18][CH:19]([CH2:20][O:21][c:22]1[cH:23][cH:24][c:25]([F:28])[cH:26][cH:27]1)[OH:29]. The reactants are c1ccc(COc2ccc(-n3nccn3)cc2)cc1, CCOC(C)=O, CCO, [OH-], [OH-], [Pd+2]. Product: Oc1ccc(-n2nccn2)cc1. As a reaction SMILES: [CH2:1]([c:2]1[cH:3][cH:4][cH:5][cH:6][cH:7]1)[O:8][c:9]1[cH:10][cH:11][c:12](-[n:15]2[n:16][cH:17][cH:18][n:19]2)[cH:13][cH:14]1.[CH3:20][CH2:21][O:22][C:23](=[O:24])[CH3:25].[CH3:26][CH2:27][OH:28].[OH-:29].[OH-:31].[Pd+2:30]>>[OH:8][c:9]1[cH:10][cH:11][c:12](-[n:15]2[n:16][cH:17][cH:18][n:19]2)[cH:13][cH:14]1. The reactants are C1=CC(=C(C=2C1=NSN2)NC3=NCCN3)Cl (tizanidine), C(CCCCC)(=O)O (hexanoic acid). Solvent: C(C)O (ethanol). Conditions: temperature 2.5 celsius. Product: C1=CC(=C(C=2C1=NSN2)NC3=NCCN3)Cl.C(CCCCC)(=O)[O-] (tizanidine hexanoate). Yield: 74.5%. RXN SMILES: [CH:1]1[C:6]2=[N:7][S:8][N:9]=[C:5]2[C:4]([NH:10][C:11]2[NH:15][CH2:14][CH2:13][N:12]=2)=[C:3]([Cl:16])[CH:2]=1.[C:17]([OH:24])(=[O:23])[CH2:18][CH2:19][CH2:20][CH2:21][CH3:22]>C(O)C>[CH:1]1[C:6]2=[N:7][S:8][N:9]=[C:5]2[C:4]([NH:10][C:11]2[NH:15][CH2:14][CH2:13][N:12]=2)=[C:3]([Cl:16])[CH:2]=1.[C:17]([O-:24])(=[O:23])[CH2:18][CH2:19][CH2:20][CH2:21][CH3:22] |f:3.4|. Procedure: To 5 ml of ethanol, 3.0 g of the tizanidine base (99.15% HPLC) and 2.5 g of hexanoic acid are added. After brief heating to boil a yellowish solution results, from which a precipitated product starts to separate. After cooling to 0 to 5° C. and aspiration 3.25 g of tizanidine hexanoate are obtained. The reactants are C(C1=CC=CC=C1)(=O)NNC1=CC=C(C=C1)[N+](=O)[O-] (1-Benzoyl-2-(4-nitrophenyl)hydrazine), [H][H] (hydrogen). Reagents/catalysts: [Pd] (palladium/charcoal). Solvent: C(C)O (ethanol). Yields the product C(C1=CC=CC=C1)(=O)NNC1=CC=C(C=C1)N (1-Benzoyl-2-(4-aminophenyl)hydrazine). As a reaction SMILES: [C:1]([NH:9][NH:10][C:11]1[CH:16]=[CH:15][C:14]([N+:17]([O-])=O)=[CH:13][CH:12]=1)(=[O:8])[C:2]1[CH:7]=[CH:6][CH:5]=[CH:4][CH:3]=1.[H][H]>C(O)C.[Pd]>[C:1]([NH:9][NH:10][C:11]1[CH:12]=[CH:13][C:14]([NH2:17])=[CH:15][CH:16]=1)(=[O:8])[C:2]1[CH:3]=[CH:4][CH:5]=[CH:6][CH:7]=1. Reported procedure: 1-Benzoyl-2-(4-nitrophenyl)hydrazine (14.3 g, 0.056 mole) and 10% palladium/charcoal (catalytic amount) were suspended in ethanol (300 ml) in a Parr shaker bottle. The reaction mixture was hydrogenated at room temperature until hydrogen uptake ceased. The reaction mixture was filtered and the solvent was evaporated from the filtrate leaving a tan crystalline powder. Yield 11.5 g (90%), m.p. 134°-136° C. Reactants: [H-].[Na+] (Sodium hydride), O1C(CC2=C1C=CC=C2)C2N(CCC=1C3=CC=CC=C3NC21)C2=NC=C(C=N2)C2=NC=CC=C2 (1-(2,3-Dihydrobenzofuranyl)-2-[5-(2-pyridinyl)-pyrimidin-2-yl]-2,3,4,9-tetrahydro-1H-β-carboline), CN(C)C=O (DMF). Product: N1=C(C=CC=C1)C=1C=NC(=NC1)N1C(C=2NC=3C=CC=CC3C(C2C1)=O)C1OC=2C(C1)CC=CC2 (1,2,3,4-Tetrahydro-2-[5-(2-pyridinyl)-pyrimidin-2-yl]-3-(3,4-dihydrobenzofuranyl)-9H-pyrrolo-[3,4-b]quinolin-9-one). As a reaction SMILES: [H-].[Na+].[O:3]1[C:7]2[CH:8]=[CH:9][CH:10]=[CH:11][C:6]=2[CH2:5][CH:4]1[CH:12]1[C:24]2[NH:23][C:22]3[C:17](=[CH:18][CH:19]=[CH:20][CH:21]=3)[C:16]=2[CH2:15][CH2:14][N:13]1[C:25]1[N:30]=[CH:29][C:28]([C:31]2[CH:36]=[CH:35][CH:34]=[CH:33][N:32]=2)=[CH:27][N:26]=1.CN(C=[O:41])C>>[N:32]1[CH:33]=[CH:34][CH:35]=[CH:36][C:31]=1[C:28]1[CH:29]=[N:30][C:25]([N:13]2[CH2:14][C:15]3[C:16](=[O:41])[C:17]4[CH:18]=[CH:19][CH:20]=[CH:21][C:22]=4[NH:23][C:24]=3[CH:12]2[CH:4]2[CH2:5][CH:6]3[CH2:11][CH:10]=[CH:9][CH:8]=[C:7]3[O:3]2)=[N:26][CH:27]=1 |f:0.1|. Procedure details: Sodium hydride (60% in mineral oil, 182 mg, 4.55 mmol) and 1-(2,3-dihydro-5-benzofuranyl)-2,3,4,9-tetrahydro-2-[5-(2-pyridinyl)-2-pyrimidinyl]-1H-β-carboline (16176-23) (882 mg, 1.98 mmol) (prepared as in Example 49) in DMF (30 mL, anhydrous) were stirred at room temperature for 30 min. Dry air then was bubbled through the reaction mixture for 16 h. Ethyl acetate (200 mL) was added, and the resulting mixture was washed with 10% NaCl solution, brine, and then dried with MgSO4. The reaction mixtur... Starting materials: C1CCOC1, Nc1cccc(O)c1, CCn1nc(C)cc1C(=O)Nc1cccc(C(=O)c2ccc3c(c2)C(=CO)C(=O)N3)c1. The product is CCn1nc(C)cc1C(=O)Nc1cccc(C(=O)c2ccc3c(c2)C(=CNc2cccc(O)c2)C(=O)N3)c1. Reaction SMILES: [CH2:40]1[O:41][CH2:42][CH2:43][CH2:44]1.[NH2:32][c:33]1[cH:34][cH:35][cH:36][c:37]([OH:38])[cH:39]1.[OH:1][CH:2]=[C:3]1[C:4](=[O:31])[NH:5][c:6]2[cH:7][cH:8][c:9]([C:12](=[O:13])[c:14]3[cH:15][c:16]([NH:20][C:21](=[O:22])[c:23]4[n:24]([CH2:29][CH3:30])[n:25][c:26]([CH3:28])[cH:27]4)[cH:17][cH:18][cH:19]3)[cH:10][c:11]21>>[CH:2](=[C:3]1[C:4](=[O:31])[NH:5][c:6]2[cH:7][cH:8][c:9]([C:12](=[O:13])[c:14]3[cH:15][c:16]([NH:20][C:21](=[O:22])[c:23]4[n:24]([CH2:29][CH3:30])[n:25][c:26]([CH3:28])[cH:27]4)[cH:17][cH:18][cH:19]3)[cH:10][c:11]21)[NH:32][c:33]1[cH:34][cH:35][cH:36][c:37]([OH:38])[cH:39]1. Starting materials: Nc1cnc(Cl)cc1-c1cc(Br)cnc1F, Br, CC#N, [F-], [K+], OB(O)c1ccc(CN2CCCCC2)cc1, O. The product is Nc1cnc(Cl)cc1-c1cc(-c2ccc(CN3CCCCC3)cc2)cnc1F. RXN SMILES: [Br:1][c:2]1[cH:3][c:4](-[c:9]2[c:10]([NH2:16])[cH:11][n:12][c:13]([Cl:15])[cH:14]2)[c:5]([F:8])[n:6][cH:7]1.[BrH:17].[CH3:34][C:35]#[N:36].[F-:37].[K+:38].[N:18]1([CH2:24][c:25]2[cH:26][cH:27][c:28]([B:31]([OH:32])[OH:33])[cH:29][cH:30]2)[CH2:19][CH2:20][CH2:21][CH2:22][CH2:23]1.[OH2:39]>>[c:2]1(-[c:28]2[cH:27][cH:26][c:25]([CH2:24][N:18]3[CH2:19][CH2:20][CH2:21][CH2:22][CH2:23]3)[cH:30][cH:29]2)[cH:3][c:4](-[c:9]2[c:10]([NH2:16])[cH:11][n:12][c:13]([Cl:15])[cH:14]2)[c:5]([F:8])[n:6][cH:7]1. Reactants: O=[Ag], Cc1cc(F)c(C=O)c(F)c1, [Na+], [OH-], O. The product is Cc1cc(F)c(C(=O)O)c(F)c1. Reaction SMILES: [Ag:14]=[O:15].[F:3][c:4]1[c:5]([CH:6]=[O:7])[c:8]([F:13])[cH:9][c:10]([CH3:12])[cH:11]1.[Na+:2].[OH-:1].[OH2:16]>>[OH:1][C:6]([c:5]1[c:4]([F:3])[cH:11][c:10]([CH3:12])[cH:9][c:8]1[F:13])=[O:7].